From a dataset of the Open Reaction Database (ORD), a public repository of structured organic reaction records. describe an organic reaction: reactants, conditions, products, and yield Starting materials: ClC1=NC=NC=C1OC1=CC=CC=C1 (4-Chloro-5-phenoxy pyrimidine), stainless steel, [Cl-].[NH4+] (ammonium chloride). Run in C(C)O (ethanol), N (ammonia). Product: NC1=NC=NC=C1OC1=CC=CC=C1 (4-amino-5-phenoxy pyrimidine). Reaction SMILES: Cl[C:2]1[C:7]([O:8][C:9]2[CH:14]=[CH:13][CH:12]=[CH:11][CH:10]=2)=[CH:6][N:5]=[CH:4][N:3]=1.[Cl-].[NH4+:16]>C(O)C.N>[NH2:16][C:2]1[C:7]([O:8][C:9]2[CH:14]=[CH:13][CH:12]=[CH:11][CH:10]=2)=[CH:6][N:5]=[CH:4][N:3]=1 |f:1.2|. Procedure: 4-Chloro-5-phenoxy pyrimidine is dissolved in absolute ethanol saturated with ammonia and added ammonium chloride, and heated in a stainless steel pressure bomb at about 160°C. for approximately 6 hours. The ethanol is removed under vacuum, and the oily residue taken up in ether. Concentration of the ether extract gives 4-amino-5-phenoxy pyrimidine as a yellow solid which is taken up in hot ethyl acetate, treated with activated charcoal, filtered and cooled to provide white crystals. The reactants are C1(CCCCC1)N=C=NC1CCCCC1 (dicyclohexylcarbodiimide), C[C@@H]1C[C@H]2[C@H](O2)/C=C\C=C\C(=O)CC3=C(C(=CC(=C3Cl)O)O)C(=O)O1 (radicicol), COCOCCCCCCCCCCCC(=O)O (12-(methoxymethoxy)dodecanoic acid). The solvent is O1CCCC1 (tetrahydrofuran). Product: CN(C)C1=NC=CC=C1 (dimethylaminopyridine), title compound. As a reaction SMILES: [CH3:1][C@H]1OC(=O)C2C(O)=CC(O)=C(Cl)C=2CC(=O)C=CC=C[C@H]2O[C@H]2C1.COCOCCCCCCCCCCCC(O)=O.[CH:44]1([N:50]=[C:51]=[N:52][CH:53]2[CH2:58][CH2:57][CH2:56]CC2)CCCCC1>O1CCCC1>[CH3:1][N:50]([C:51]1[CH:56]=[CH:57][CH:58]=[CH:53][N:52]=1)[CH3:44]. Procedure: Following a procedure similar to that described in Example 12, but using 400 mg of radicicol, 716 mg of 12-(methoxymethoxy)dodecanoic acid, 7 ml of dry tetrahydrofuran, 567 mg of dicyclohexylcarbodiimide and a catalytic amount of dimethylaminopyridine, 756 mg of the title compound were obtained. The reactants are CS(=O)C (DMSO), C1(=CC=CC=C1)[C@@H]1CN(CC[C@H]1CO)C(C(F)(F)F)=O (rel-[(3R,4R)-3-phenyl-1-(trifluoroacetyl)piperidin-4-yl]methanol), [Cl-].[NH4+] (ammonium chloride), C(C(=O)Cl)(=O)Cl (oxalyl chloride). Solvent: ClCCl (dichloromethane), C(C)N(CC)CC (triethylamine), ClCCl (dichloromethane). Reaction conditions: temperature -30 celsius, time 10 minute. Product: C1(=CC=CC=C1)[C@@H]1CN(CC[C@H]1C=O)C(C(F)(F)F)=O (rel-(3R,4R)-3-phenyl-1-(trifluoroacetyl)piperidine-4-carbaldehyde), crude product. Reaction SMILES: CS(C)=O.C(Cl)(=O)C(Cl)=O.[C:11]1([C@H:17]2[C@H:22]([CH2:23][OH:24])[CH2:21][CH2:20][N:19]([C:25](=[O:30])[C:26]([F:29])([F:28])[F:27])[CH2:18]2)[CH:16]=[CH:15][CH:14]=[CH:13][CH:12]=1.[Cl-].[NH4+]>ClCCl.C(N(CC)CC)C>[C:11]1([C@H:17]2[C@H:22]([CH:23]=[O:24])[CH2:21][CH2:20][N:19]([C:25](=[O:30])[C:26]([F:27])([F:28])[F:29])[CH2:18]2)[CH:12]=[CH:13][CH:14]=[CH:15][CH:16]=1 |f:3.4|. Procedure: Under an argon atmosphere, to a solution of 1.62 mL of DMSO in 40 mL of dichloromethane cooled in a dry ice-acetone bath was added dropwise 0.996 mL of oxalyl chloride, while keeping the inner temperature at −70° C. or lower. After stirring for 10 minutes, a solution of 1.64 g of rel-[(3R,4R)-3-phenyl-1-(trifluoroacetyl)piperidin-4-yl]methanol in 25 mL of dichloromethane was added dropwise thereto over 20 minutes. After stirring over 10 min while keeping it at −70° C. or lower, 4.77 mL of trieth... Starting materials: CC(C)C=1C=C(C=CC1)O (3-(1-methylethyl)phenol), C([O-])([O-])=O.[K+].[K+] (potassium carbonate), ClC1=NC=C(C=C1)[N+](=O)[O-] (2-chloro-5-nitropyridine). Solvent: CN(C=O)C (dimethylformamide). Reaction conditions: temperature 110 celsius. The product is CC(C)C=1C=C(C=CC1)OC1=NC=C(C=C1)[N+](=O)[O-] (2-{[3-(1-methylethyl)phenyl]oxy}-5-nitropyridine). Yield: 82.6%. As a reaction SMILES: Cl[C:2]1[CH:7]=[CH:6][C:5]([N+:8]([O-:10])=[O:9])=[CH:4][N:3]=1.[CH3:11][CH:12]([C:14]1[CH:15]=[C:16]([OH:20])[CH:17]=[CH:18][CH:19]=1)[CH3:13].C(=O)([O-])[O-].[K+].[K+]>CN(C)C=O>[CH3:11][CH:12]([C:14]1[CH:15]=[C:16]([O:20][C:2]2[CH:7]=[CH:6][C:5]([N+:8]([O-:10])=[O:9])=[CH:4][N:3]=2)[CH:17]=[CH:18][CH:19]=1)[CH3:13] |f:2.3.4|. Procedure: In a 30 mL large microwave vial, 2-chloro-5-nitropyridine (1.041 g, 6.57 mmol, 1 equiv) was dissolved in 5.5 mL of dimethylformamide. 3-(1-methylethyl)phenol (0.90 mL, 6.57 mmol, 1 equiv) and potassium carbonate (4.54 g, 32.8 mmol, 5 equiv) were added. The reaction mixture was heated under microwave irradiation for 1 hour at 110° C. (Biotage Initiator). The reaction mixture was filtered. The filtrated solid was washed with dichloromethane (30 mL). The volatiles were evaporated under vacuum. The ... Starting materials: COc1cc(C=O)c(Br)cc1F, Br, CC(=O)O. RXN SMILES: [Br:1][c:2]1[c:3]([CH:4]=[O:5])[cH:6][c:7]([O:11][CH3:12])[c:8]([F:10])[cH:9]1.[BrH:13].[CH3:14][C:15](=[O:16])[OH:17]>>[Br:1][c:2]1[c:3]([CH:4]=[O:5])[cH:6][c:7]([OH:11])[c:8]([F:10])[cH:9]1. The product is O=Cc1cc(O)c(F)cc1Br. The product is C(C1=CC=CC=C1)SC=1C(=C(C=CC1)N1C(CCC1)=O)Cl (1-(3-Benzylsulfanyl-2-chloro-phenyl)-pyrrolidin-2-one). The reactants are C(C1=CC=CC=C1)SC1=C(C(=CC(=C1)F)Br)Cl (1-Benzylsulfanyl-3-bromo-2-chloro-5-fluoro-benzene), N1C(CCC1)=O (pyrrolidin-2-one), crude product. Procedure details: Intermediate 35 (35 g, 313.6 mmol) was coupled with pyrrolidin-2-one (11.396 g, 133.91 mmol) in close analogy to the procedure described in step 1.6). After workup the crude product was used without further purification. Reaction SMILES: [CH2:1]([S:8][C:9]1[CH:14]=[C:13](F)[CH:12]=[C:11](Br)[C:10]=1[Cl:17])[C:2]1[CH:7]=[CH:6][CH:5]=[CH:4][CH:3]=1.[NH:18]1[CH2:22][CH2:21][CH2:20][C:19]1=[O:23]>>[CH2:1]([S:8][C:9]1[C:10]([Cl:17])=[C:11]([N:18]2[CH2:22][CH2:21][CH2:20][C:19]2=[O:23])[CH:12]=[CH:13][CH:14]=1)[C:2]1[CH:7]=[CH:6][CH:5]=[CH:4][CH:3]=1. The reactants are [Na+].[Cl-] (NaCl), ice, OC(CN1C(=C(C(C=C1)=O)OCC1=CC=CC=C1)C(=O)O)CO (1-(2,3-dihydroxypropyl)-4-oxo-3-[(phenylmethyl)oxy]-1,4-dihydro-2-pyridinecarboxylic acid), Cl (HCl), C(=O)(O)[O-].[Na+] (NaHCO3), S(=O)(=O)(OC)OC (Dimethyl sulfate). Run in O (water), O (water), CN1CCCC1=O (NMP), [Cl-].[Na+].O (brine). Yields the product OC(CN1C(=C(C(C=C1)=O)OCC1=CC=CC=C1)C(=O)OC)CO (methyl 1-(2,3-dihydroxypropyl)-4-oxo-3-[(phenylmethyl)oxy]-1,4-dihydro-2-pyridinecarboxylate). As a reaction SMILES: [OH:1][CH:2]([CH2:22][OH:23])[CH2:3][N:4]1[CH:9]=[CH:8][C:7](=[O:10])[C:6]([O:11][CH2:12][C:13]2[CH:18]=[CH:17][CH:16]=[CH:15][CH:14]=2)=[C:5]1[C:19]([OH:21])=[O:20].[C:24]([O-])(O)=O.[Na+].S(OC)(OC)(=O)=O.Cl.[Na+].[Cl-]>[Cl-].[Na+].O.O.CN1C(=O)CCC1>[OH:1][CH:2]([CH2:22][OH:23])[CH2:3][N:4]1[CH:9]=[CH:8][C:7](=[O:10])[C:6]([O:11][CH2:12][C:13]2[CH:14]=[CH:15][CH:16]=[CH:17][CH:18]=2)=[C:5]1[C:19]([O:21][CH3:24])=[O:20] |f:1.2,5.6,7.8.9|. Procedure: A reactor was charged with 1-(2,3-dihydroxypropyl)-4-oxo-3-[(phenylmethyl)oxy]-1,4-dihydro-2-pyridinecarboxylic acid 6 (4.302 kg, 13.47 mol) followed by charging with NaHCO3 (1.69 kg, 20.09 mol) and 242 g of deionized water. To this was added 21.4 kg of NMP and the mixture was stirred and temperature brought to 28-35° C. Dimethyl sulfate (2.34 kg, 18.30 mol) was added dropwise via an addition funnel to the reaction mixture over 1-3 hours keeping the temperature at 28-33° C. The slurry was agitat... Starting materials: solid, Cl.Cl.Cl.O1CCC=2C1=C(N=CC2)N2CCN(CC2)CC[C@@H]2CC[C@H](CC2)N (trans-4-{2-[4-(2,3-dihydro-furo[2,3-c]pyridin-7-yl)-piperazin-1-yl]-ethyl}-cyclohexylamine trihydrochloride), Cl.Cl.Cl.O1CCC=2C1=C(N=CC2)N2CCN(CC2)CC[C@@H]2CC[C@H](CC2)N (trans-4-{2-[4-(2,3-dihydro-furo[2,3-c]pyridin-7-yl)-piperazin-1-yl]-ethyl}-cyclohexylamine trihydrochloride), CN(C(=O)Cl)C (dimethylcarbamic acid chloride). The product is O1CCC=2C1=C(N=CC2)N2CCN(CC2)CC[C@@H]2CC[C@H](CC2)NC(N(C)C)=O (trans-3-(4-{2-[4-(2,3-Dihydro-furo[2,3-c]pyridin-7-yl)-piperazin-1-yl]-ethyl}-cyclohexyl)-1,1-dimethyl-urea). Reaction SMILES: Cl.Cl.Cl.[O:4]1[C:8]2=[C:9]([N:13]3[CH2:18][CH2:17][N:16]([CH2:19][CH2:20][C@H:21]4[CH2:26][CH2:25][C@H:24]([NH2:27])[CH2:23][CH2:22]4)[CH2:15][CH2:14]3)[N:10]=[CH:11][CH:12]=[C:7]2[CH2:6][CH2:5]1.[CH3:28][N:29]([CH3:33])[C:30](Cl)=[O:31]>>[O:4]1[C:8]2=[C:9]([N:13]3[CH2:18][CH2:17][N:16]([CH2:19][CH2:20][C@H:21]4[CH2:26][CH2:25][C@H:24]([NH:27][C:30](=[O:31])[N:29]([CH3:33])[CH3:28])[CH2:23][CH2:22]4)[CH2:15][CH2:14]3)[N:10]=[CH:11][CH:12]=[C:7]2[CH2:6][CH2:5]1 |f:0.1.2.3|. Reported procedure: The title compound, white solid (81 mg, 81%), MS (ISP) m/z=402.5 [(M+H)+], mp 217.5° C., was prepared in accordance with the general method of example 26 from trans-4-{2-[4-(2,3-dihydro-furo[2,3-c]pyridin-7-yl)-piperazin-1-yl]-ethyl}-cyclohexylamine trihydrochloride (intermediate B) (110 mg, 0.25 mmol) and dimethylcarbamic acid chloride. Starting materials: C12(CC3CC(CC(C1)C3)C2)CO (1-adamantanemethanol), N1N=CC=C1 (pyrazole), CC1=NNC(=C1B1OC(C(O1)(C)C)(C)C)C (3,5-dimethyl-4-(4,4,5,5-tetramethyl-1,3,2-dioxaborolan-2-yl)-1H-pyrazole). Product: C12C(C3CC(CC(C1)C3)C2)CN2N=CC=C2 (1-(tricyclo[3.3.1.13,7]dec-2-ylmethyl)-1H-pyrazole). Reaction SMILES: [C:1]12(CO)[CH2:10][CH:5]3[CH2:6][CH:7]([CH2:9][CH:3]([CH2:4]3)[CH2:2]1)[CH2:8]2.[NH:13]1[CH:17]=[CH:16][CH:15]=[N:14]1.[CH3:18]C1C(B2OC(C)(C)C(C)(C)O2)=C(C)NN=1>>[CH:1]12[CH2:2][CH:3]3[CH2:4][CH:5]([CH2:6][CH:7]([CH2:9]3)[CH:8]1[CH2:18][N:13]1[CH:17]=[CH:16][CH:15]=[N:14]1)[CH2:10]2. Reported procedure: The title compound was prepared by substituting EXAMPLE 10A for 1-adamantanemethanol and pyrazole for 3,5-dimethyl-4-(4,4,5,5-tetramethyl-1,3,2-dioxaborolan-2-yl)-1H-pyrazole in EXAMPLE 2A. The reactants are CC1=CC=2C=CC3=CC=CC=C3C2C=C1 (2-Methylphenanthrene), BrN1C(CCC1=O)=O (N-bromosuccinimide), C1(CCCCCC1)N (cycloheptylamine), C([O-])([O-])=O.[K+].[K+] (potassium carbonate). Run in CN(C=O)C (dimethylformamide). Run at time 16 hour. Yields the product C1(CCCCCC1)NCC1=CC=2C=CC3=CC=CC=C3C2C=C1 (N-Cycloheptyl-[(2-phenanthrenyl)methyl]amine). Yield: 66.9%. As a reaction SMILES: [CH3:1][C:2]1[CH:15]=[CH:14][C:13]2[C:12]3[C:7](=[CH:8][CH:9]=[CH:10][CH:11]=3)[CH:6]=[CH:5][C:4]=2[CH:3]=1.BrN1C(=O)CCC1=O.[CH:24]1([NH2:31])[CH2:30][CH2:29][CH2:28][CH2:27][CH2:26][CH2:25]1.C(=O)([O-])[O-].[K+].[K+]>CN(C)C=O>[CH:24]1([NH:31][CH2:1][C:2]2[CH:15]=[CH:14][C:13]3[C:12]4[C:7](=[CH:8][CH:9]=[CH:10][CH:11]=4)[CH:6]=[CH:5][C:4]=3[CH:3]=2)[CH2:30][CH2:29][CH2:28][CH2:27][CH2:26][CH2:25]1 |f:3.4.5|. Reported procedure: 2-Methylphenanthrene (2.00 g, 10.4 mmol) was brominated with N-bromosuccinimide (2.05 g, 11.5 mmol) and the product compound was added gradually to a suspension of cycloheptylamine (2.38 g, 21.0 mmol) and potassium carbonate (2.90 μg, 21.0 mmol) in dimethylformamide (20 ml) with ice-cooling. The mixture was then stirred at room temperature for 16 hrs and, then, filtered and the filtrate was concentrated under reduced pressure. The residue was purified by silica gel column chromatography to give ...